This data is from the Open Reaction Database (ORD), a public repository of structured organic reaction records. The task is: describe an organic reaction: reactants, conditions, products, and yield The reactants are C(C)(C)(C)C1=C(C(=CC(=C1)C)C(C)(C)C)O (2,6-di-t-butyl-4-methylphenol), C(C)#N (acetonitrile), Cl[Si](C)(C)Cl (dichlorodimethylsilane). Solvent: C(C)N(CC)CC (triethylamine). The product is C(C)(C)(C)C1=C(O[Si](Cl)(C)C)C(=CC(=C1)C)C(C)(C)C (2,6-Di-t-butyl-4-methylphenoxydimethylchlorosilane). As a reaction SMILES: [C:1]([C:5]1[CH:10]=[C:9]([CH3:11])[CH:8]=[C:7]([C:12]([CH3:15])([CH3:14])[CH3:13])[C:6]=1[OH:16])([CH3:4])([CH3:3])[CH3:2].C(#N)C.[Cl:20][Si:21](Cl)([CH3:23])[CH3:22]>C(N(CC)CC)C>[C:12]([C:7]1[CH:8]=[C:9]([CH3:11])[CH:10]=[C:5]([C:1]([CH3:4])([CH3:3])[CH3:2])[C:6]=1[O:16][Si:21]([CH3:23])([CH3:22])[Cl:20])([CH3:15])([CH3:14])[CH3:13]. Reported procedure: A mixture of 2,6-di-t-butyl-4-methylphenol (110 g, 0.5M), acetonitrile (500 ml), triethylamine (70 ml, 0.5M) and dichlorodimethylsilane (61 ml, 0.5M) was refluxed for 16 hours. The solvent was evaporated and the residue extracted with toluene (500 ml). The toluene extract was evaporated and the residue recrystallised from acetonitrile to give the title compound (90 g, 57%) m.p. 119°-121° (Found: C,65 65; H,9.4%. C17H29ClOSi requires C,65.2; H,9.3%). Reactants: N(N)C1=NC(=C2N=CN(C2=N1)C)NC1=CC=NC=C1 ((2-hydrazino-9-methyl-9H-purin-6-yl)-pyridin-4-yl-amine), CC(CC(C)=O)=O (2,4-pentanedione). Product: CC1=NN(C(=C1)C)C1=NC(=C2N=CN(C2=N1)C)NC1=CC=NC=C1 ([2-(3,5-Dimethyl-pyrazol-1-yl)-9-methyl-9H-purin-6-yl]-pyridin-4-yl-amine). RXN SMILES: [NH:1]([C:3]1[N:11]=[C:10]2[C:6]([N:7]=[CH:8][N:9]2[CH3:12])=[C:5]([NH:13][C:14]2[CH:19]=[CH:18][N:17]=[CH:16][CH:15]=2)[N:4]=1)[NH2:2].[CH3:20][C:21](=O)[CH2:22][C:23](=O)[CH3:24]>>[CH3:20][C:21]1[CH:22]=[C:23]([CH3:24])[N:1]([C:3]2[N:11]=[C:10]3[C:6]([N:7]=[CH:8][N:9]3[CH3:12])=[C:5]([NH:13][C:14]3[CH:19]=[CH:18][N:17]=[CH:16][CH:15]=3)[N:4]=2)[N:2]=1. Reported procedure: Was prepared according to Example 9 from (2-hydrazino-9-methyl-9H-purin-6-yl)-pyridin-4-yl-amine and 2,4-pentanedione.